This data is from the Open Reaction Database (ORD), a public repository of structured organic reaction records. The task is: describe an organic reaction: reactants, conditions, products, and yield Reactants: C(C)OC(CC=1N(C(=C(C1C(=O)OCC)C)C(C1=CN=CC=C1)=O)C)=O (ethyl-1,4-dimethyl-3-ethoxycarbonyl-5-nicotinoylpyrrole-2-acetate), Cl (HCl). Run in [OH-].[Na+] (sodium hydroxide). Yields the product CN1C(=C(C(=C1C(C1=CN=CC=C1)=O)C)C(=O)O)CC(=O)O (1,4-dimethyl-3-hydroxycarbonyl-5-nicotinoylpyrrole-2-acetic acid). As a reaction SMILES: C([O:3][C:4](=[O:26])[CH2:5][C:6]1[N:7]([CH3:25])[C:8]([C:17](=[O:24])[C:18]2[CH:23]=[CH:22][CH:21]=[N:20][CH:19]=2)=[C:9]([CH3:16])[C:10]=1[C:11]([O:13]CC)=[O:12])C.Cl>[OH-].[Na+]>[CH3:25][N:7]1[C:8]([C:17](=[O:24])[C:18]2[CH:23]=[CH:22][CH:21]=[N:20][CH:19]=2)=[C:9]([CH3:16])[C:10]([C:11]([OH:13])=[O:12])=[C:6]1[CH2:5][C:4]([OH:26])=[O:3] |f:2.3|. Procedure: Two grams of ethyl-1,4-dimethyl-3-ethoxycarbonyl-5-nicotinoylpyrrole-2-acetate (6 mmole) is heated to reflux with 10 ml of 20% aqueous sodium hydroxide solution for two hours. The reaction mixture is cooled to room temp. and acidified to pH 1 with 6 N HCl. The resulting white precipitate is filtered, washed with cold water and dried at room temperature to give crude 1,4-dimethyl-3-hydroxycarbonyl-5-nicotinoylpyrrole-2-acetic acid which is used in the next step without further purification. The reactants are CCc1nc2c(C)cc(C)nc2n1-c1ccc(CCNC(=O)NS(=O)(=O)c2ccc(C)cc2)cc1, C1CCOC1, CI, CC(C)[N-]C(C)C, [Li+], O=P([O-])([O-])[O-]. The product is CCc1nc2c(C)cc(C)nc2n1-c1ccc(CCNC(=O)N(C)S(=O)(=O)c2ccc(C)cc2)cc1. As a reaction SMILES: [CH2:1]([CH3:2])[c:3]1[n:4][c:5]2[c:6]([n:7][c:8]([CH3:12])[cH:9][c:10]2[CH3:11])[n:13]1-[c:14]1[cH:15][cH:16][c:17]([CH2:20][CH2:21][NH:22][C:23](=[O:24])[NH:25][S:26](=[O:27])(=[O:28])[c:29]2[cH:30][cH:31][c:32]([CH3:35])[cH:33][cH:34]2)[cH:18][cH:19]1.[CH2:51]1[O:52][CH2:53][CH2:54][CH2:55]1.[CH3:44][I:45].[CH:36]([N-:37][CH:38]([CH3:39])[CH3:40])([CH3:41])[CH3:42].[Li+:43].[O-:46][P:47](=[O:48])([O-:49])[O-:50]>>[CH2:1]([CH3:2])[c:3]1[n:4][c:5]2[c:6]([n:7][c:8]([CH3:12])[cH:9][c:10]2[CH3:11])[n:13]1-[c:14]1[cH:15][cH:16][c:17]([CH2:20][CH2:21][NH:22][C:23](=[O:24])[N:25]([S:26](=[O:27])(=[O:28])[c:29]2[cH:30][cH:31][c:32]([CH3:35])[cH:33][cH:34]2)[CH3:36])[cH:18][cH:19]1. Reactants: CO, CC1(C)CCC(c2cc(F)cc(F)c2)N(CC(=O)Nc2ccc3c(c2)CC2(C3)C(=O)Nc3ncccc32)C1=O, O. The product is CC1(C)CCC(c2cc(F)cc(F)c2)N(CC(=O)Nc2ccc3c(c2)CC2(C3)C(=O)Nc3c2ccc[n+]3[O-])C1=O. As a reaction SMILES: [CH3:41][OH:42].[F:1][c:2]1[cH:3][c:4]([CH:9]2[CH2:10][CH2:11][C:12]([CH3:38])([CH3:39])[C:13](=[O:37])[N:14]2[CH2:15][C:16](=[O:17])[NH:18][c:19]2[cH:20][c:21]3[c:25]([cH:26][cH:27]2)[CH2:24][C:23]2([CH2:22]3)[C:28](=[O:36])[NH:29][c:30]3[n:31][cH:32][cH:33][cH:34][c:35]32)[cH:5][c:6]([F:8])[cH:7]1.[OH2:40]>>[F:1][c:2]1[cH:3][c:4]([CH:9]2[CH2:10][CH2:11][C:12]([CH3:38])([CH3:39])[C:13](=[O:37])[N:14]2[CH2:15][C:16](=[O:17])[NH:18][c:19]2[cH:20][c:21]3[c:25]([cH:26][cH:27]2)[CH2:24][C:23]2([CH2:22]3)[C:28](=[O:36])[NH:29][c:30]3[n+:31]([O-:40])[cH:32][cH:33][cH:34][c:35]32)[cH:5][c:6]([F:8])[cH:7]1. The reactants are [Li]CCCC, CCCCCC, CO, C#CCN(C)C, O=C=O, C1CCOC1, O. Product: CN(C)CC#CC(=O)O. RXN SMILES: [CH2:1]([Li:2])[CH2:3][CH2:4][CH3:5].[CH3:16][CH2:17][CH2:18][CH2:19][CH2:20][CH3:21].[CH3:27][OH:28].[CH3:6][N:7]([CH2:8][C:9]#[CH:10])[CH3:11].[O:12]=[C:13]=[O:14].[O:22]1[CH2:23][CH2:24][CH2:25][CH2:26]1.[OH2:15]>>[CH3:6][N:7]([CH2:8][C:9]#[C:10][C:13](=[O:12])[OH:14])[CH3:11]. The reactants are [BH3-]C#N, CC(=O)O, CCO, [Na+], O=Cc1ccc2c(c1)Cc1cccc(-c3cc(=O)cc(N4CCOCC4)o3)c1S2. Yields the product O=c1cc(-c2cccc3c2Sc2ccc(CO)cc2C3)oc(N2CCOCC2)c1. Reaction SMILES: [C:30]([BH3-:31])#[N:32].[CH3:34][C:35](=[O:36])[OH:37].[CH3:38][CH2:39][OH:40].[Na+:33].[O:1]1[CH2:2][CH2:3][N:4]([c:7]2[cH:8][c:9](=[O:29])[cH:10][c:11](-[c:13]3[c:14]4[c:23]([cH:24][cH:25][cH:26]3)[CH2:22][c:21]3[c:16]([cH:17][cH:18][c:19]([CH:27]=[O:28])[cH:20]3)[S:15]4)[o:12]2)[CH2:5][CH2:6]1>>[O:1]1[CH2:2][CH2:3][N:4]([c:7]2[cH:8][c:9](=[O:29])[cH:10][c:11](-[c:13]3[c:14]4[c:23]([cH:24][cH:25][cH:26]3)[CH2:22][c:21]3[c:16]([cH:17][cH:18][c:19]([CH2:27][OH:28])[cH:20]3)[S:15]4)[o:12]2)[CH2:5][CH2:6]1. Reactants: CO, CSc1ncc2ccc(N)nc2n1, ClCCl. The product is CS(=O)c1ncc2ccc(N)nc2n1. As a reaction SMILES: [CH3:14][OH:15].[CH3:1][S:2][c:3]1[n:4][cH:5][c:6]2[c:7]([n:8]1)[n:9][c:10]([NH2:13])[cH:11][cH:12]2.[Cl:16][CH2:17][Cl:18]>>[CH3:1][S:2]([c:3]1[n:4][cH:5][c:6]2[c:7]([n:8]1)[n:9][c:10]([NH2:13])[cH:11][cH:12]2)=[O:15]. The reactants are C1CCCCC1 (cyclohexane), C(CCCCCCCCCCC)OC(=O)C=1C=C2C(C(=O)N(C2=O)O)=CC1 (4-dodecyloxycarbonyl-N-hydroxyphthalimide), [N+](=O)[O-] (nitrogen dioxide). The reagents and catalysts are C(C)(=O)[O-].[Mn+2].C(C)(=O)[O-] (manganese(II) acetate). Reaction conditions: temperature 80 celsius, time 2 hour. The product is C1(CCCCC1)O (cyclohexyl alcohol), C1(CCCCC1)=O (cyclohexanone), C(CCCCC(=O)O)(=O)O (adipic acid), C(CCCC(=O)O)(=O)O (glutaric acid). Reaction SMILES: [CH2:1]1[CH2:6][CH2:5][CH2:4][CH2:3][CH2:2]1.C([O:19][C:20]([C:22]1[CH:23]=[C:24]2[C:29](=[O:30])N(O)[C:26](=[O:27])[C:25]2=[CH:32][CH:33]=1)=[O:21])CCCCCCCCCCC.[N+]([O-])=[O:35]>C([O-])(=O)C.[Mn+2].C([O-])(=O)C>[CH:1]1([OH:19])[CH2:6][CH2:5][CH2:4][CH2:3][CH2:2]1.[C:22]1(=[O:35])[CH2:23][CH2:24][CH2:25][CH2:32][CH2:33]1.[C:20]([OH:19])(=[O:21])[CH2:22][CH2:23][CH2:24][CH2:25][C:26]([OH:27])=[O:35].[C:20]([OH:19])(=[O:21])[CH2:22][CH2:23][CH2:24][C:29]([OH:30])=[O:35] |f:3.4.5,^1:33|. Procedure: A mixture of 4 ml (37 mmol) of cyclohexane, 0.1 mmol of 4-dodecyloxycarbonyl-N-hydroxyphthalimide, 0.01 mmol of acetylacetonatocobalt(II), 0.001 mmol of manganese(II) acetate and 0.06 mmol of nitrogen dioxide was stirred at 80° C. in an atmosphere of air (10 atm=1 MPa) for 2 hours and thereby yielded 0.30 mmol of cyclohexyl alcohol, 0.65 mmol of cyclohexanone, 0.10 mmol of adipic acid and 0.09 mmol of glutaric acid. The total amount of the four products was 1.14 mmol, and the amount of K/A oil w...